This data is from the Open Reaction Database (ORD), a public repository of structured organic reaction records. The task is: describe an organic reaction: reactants, conditions, products, and yield The reactants are CCO, CCOC(=O)C1CCC(Oc2ccc([N+](=O)[O-])cc2)CC1, [Pd]. The product is CCOC(=O)C1CCC(Oc2ccc(N)cc2)CC1. RXN SMILES: [CH3:22][CH2:23][OH:24].[N+:1]([O-:2])(=[O:3])[c:4]1[cH:5][cH:6][c:7]([O:8][CH:9]2[CH2:10][CH2:11][CH:12]([C:15](=[O:16])[O:17][CH2:18][CH3:19])[CH2:13][CH2:14]2)[cH:20][cH:21]1.[Pd:25]>>[NH2:1][c:4]1[cH:5][cH:6][c:7]([O:8][CH:9]2[CH2:10][CH2:11][CH:12]([C:15](=[O:16])[O:17][CH2:18][CH3:19])[CH2:13][CH2:14]2)[cH:20][cH:21]1. Starting materials: Cc1ccccc1, Cl, CC(SC1COC(c2ccccc2)OC1)C(O)(Cn1cncn1)c1cccc(F)c1F. Product: CC(SC(CO)CO)C(O)(Cn1cncn1)c1cccc(F)c1F. RXN SMILES: [CH3:33][c:34]1[cH:35][cH:36][cH:37][cH:38][cH:39]1.[ClH:1].[F:2][c:3]1[c:4]([C:10]([CH2:11][n:12]2[n:13][cH:14][n:15][cH:16]2)([CH:17]([CH3:18])[S:19][CH:20]2[CH2:21][O:22][CH:23]([c:26]3[cH:27][cH:28][cH:29][cH:30][cH:31]3)[O:24][CH2:25]2)[OH:32])[cH:5][cH:6][cH:7][c:8]1[F:9]>>[F:2][c:3]1[c:4]([C:10]([CH2:11][n:12]2[n:13][cH:14][n:15][cH:16]2)([CH:17]([CH3:18])[S:19][CH:20]([CH2:21][OH:22])[CH2:25][OH:24])[OH:32])[cH:5][cH:6][cH:7][c:8]1[F:9]. Starting materials: IC1=C(C=C(C=C1OC)OC)OC (2-Iodo-1,3,5-trimethoxybenzene). The reagents and catalysts are [Cu] (copper). Reaction conditions: temperature 235 celsius, time 1 hour. Yields the product COC1=C(C(=CC(=C1)OC)OC)C1=C(C=C(C=C1OC)OC)OC (2,2′,4,4′,6,6′-Hexamethoxybiphenyl). Yield: 77.3%. RXN SMILES: I[C:2]1[C:7]([O:8][CH3:9])=[CH:6][C:5]([O:10][CH3:11])=[CH:4][C:3]=1[O:12][CH3:13]>[Cu]>[CH3:13][O:12][C:3]1[CH:4]=[C:5]([O:10][CH3:11])[CH:6]=[C:7]([O:8][CH3:9])[C:2]=1[C:2]1[C:7]([O:8][CH3:9])=[CH:6][C:5]([O:10][CH3:11])=[CH:4][C:3]=1[O:12][CH3:13]. Procedure details: Compound 6 (7.0 g, 0.024 mol) and copper powder (2.0 g, 0.03 1 mol) were mixed thoroughly and transferred to a heavy wall, pressure vessel. The vessel was placed into a sand-bath at the initial temperature of 120° C. Once the vessel was secured, the temperature of the bath was raised to 235° C. in 15 min and kept at 235° C. for 1 h. The vessel was allowed to cool and the contents removed and powdered. The product was extracted with methanol for 18 h in a soxhlet. The resultant solution was conce... Yields the product ClC(C(F)(F)F)C1(OC2=C(O1)C=CC(=C2)O)C(F)(F)F (2-(1-Chloro-2,2,2-trifluoroethyl)-2-(trifluoromethyl)-5-hydroxy-1,3-benzodioxole). Reaction SMILES: [Cl:1][CH:2]([C:7]1([C:18]([F:21])([F:20])[F:19])[O:11][C:10]2[CH:12]=[CH:13][C:14](C=O)=[CH:15][C:9]=2[O:8]1)[C:3]([F:6])([F:5])[F:4].ClC1C=CC=C(C(OO)=[O:30])C=1>C(Cl)Cl>[Cl:1][CH:2]([C:7]1([C:18]([F:21])([F:19])[F:20])[O:11][C:10]2[CH:12]=[CH:13][C:14]([OH:30])=[CH:15][C:9]=2[O:8]1)[C:3]([F:4])([F:5])[F:6]. Run in C(Cl)Cl (methylene chloride). Reactants: ClC(C(F)(F)F)C1(OC2=C(O1)C=CC(=C2)C=O)C(F)(F)F (2(1-chloro-2,2,2-trifluoroethyl)-2-(trifluoromethyl)-5-formyl-1,3-benzodioxole), ClC1=CC(=CC=C1)C(=O)OO (m-chloroperbenzoic acid). Procedure details: 50 g of 2(1-chloro-2,2,2-trifluoroethyl)-2-(trifluoromethyl)-5-formyl-1,3-benzodioxole were dissolved in 500 ml of methylene chloride, and 53 g of 70% by weight m-chloroperbenzoic acid were added. The reaction mixture was stirred under reflux for 6 hours. It was then cooled and the precipitate formed was filtered off. The filtrate was washed with 5% by weight aqueous sodium hydrogen-sulphite solution and saturated aqueous sodium hydrogen-carbonate solution and concentrated on a rotary evaporator... Reactants: BrC1=NC=2N(C=C1)C1=C(N2)C=CC=C1 (2-bromobenzo[4,5]imidazo[1,2-a]pyrimidine), C(#N)C1=C(C=C(C=C1)B(O)O)F ((4-cyano-3-fluorophenyl)boronic acid). The product is N=1C=2N(C=CC1C=1C=CC(=C(C#N)C1)F)C1=C(N2)C=CC=C1 (5-(Benzo[4,5]imidazo[1,2-a]pyrimidin-2-yl)-2-fluorobenzonitrile), N=1C=2N(C=CC1C1=CC(=C(C#N)C=C1)F)C1=C(N2)C=CC=C1 (4-(Benzo[4,5]imidazo[1,2-a]pyrimidin-2-yl)-2-fluorobenzonitrile). Isolated yield 41.0%. Reaction SMILES: Br[C:2]1[CH:7]=[CH:6][N:5]2[C:8]3[CH:14]=[CH:13][CH:12]=[CH:11][C:9]=3[N:10]=[C:4]2[N:3]=1.[C:15]([C:17]1[CH:22]=[CH:21][C:20](B(O)O)=[CH:19][C:18]=1[F:26])#[N:16]>>[N:3]1[C:4]2[N:5]([C:8]3[CH:14]=[CH:13][CH:12]=[CH:11][C:9]=3[N:10]=2)[CH:6]=[CH:7][C:2]=1[C:21]1[CH:20]=[CH:19][C:18]([F:26])=[C:17]([CH:22]=1)[C:15]#[N:16].[N:3]1[C:4]2[N:5]([C:8]3[CH:14]=[CH:13][CH:12]=[CH:11][C:9]=3[N:10]=2)[CH:6]=[CH:7][C:2]=1[C:20]1[CH:21]=[CH:22][C:17]([C:15]#[N:16])=[C:18]([F:26])[CH:19]=1. Reported procedure: The title compound was prepared using General Experimental Procedure A (Suzuki coupling reaction) from 2-bromobenzo[4,5]imidazo[1,2-a]pyrimidine and (4-cyano-3-fluorophenyl)boronic acid on a 0.1 mmol scale. The residue was washed with water (3×5 mL), EtOAc (3×2 mL), and DCM (3×2 mL) and dried under high vacuum to afford 4-(Benzo[4,5]imidazo[1,2-a]pyrimidin-2-yl)-2-fluorobenzonitrile (T747) as a orange solid (12 mg, 41%). 1H NMR (400 MHz, DMSO-d6): δ 9.67 (d, J=7.2 Hz, 1H), 8.86 (dd, J=5.6, 2.0 H...